This data is from the Open Reaction Database (ORD), a public repository of structured organic reaction records. The task is: describe an organic reaction: reactants, conditions, products, and yield Starting materials: COc1cc(NC(=O)OC(C)(C)C)c(NC(=O)CC(=O)c2ccnc(C#N)c2)cc1-c1ccccc1F, ClCCl, O=C(O)C(F)(F)F. Product: COc1cc2c(cc1-c1ccccc1F)NC(=O)CC(c1ccnc(C#N)c1)=N2. RXN SMILES: [C:1]([O:2][C:3](=[O:4])[NH:7][c:8]1[cH:9][c:10]([O:35][CH3:36])[c:11](-[c:28]2[c:29]([F:34])[cH:30][cH:31][cH:32][cH:33]2)[cH:12][c:13]1[NH:14][C:15]([CH2:16][C:17](=[O:5])[c:19]1[cH:20][c:21]([C:25]#[N:26])[n:22][cH:23][cH:24]1)=[O:27])([CH3:6])([CH3:18])[CH3:37].[Cl:45][CH2:46][Cl:47].[F:38][C:39]([F:40])([F:41])[C:42]([OH:43])=[O:44]>>[N:7]1=[C:17]([c:19]2[cH:20][c:21]([C:25]#[N:26])[n:22][cH:23][cH:24]2)[CH2:16][C:15](=[O:27])[NH:14][c:13]2[c:8]1[cH:9][c:10]([O:35][CH3:36])[c:11](-[c:28]1[c:29]([F:34])[cH:30][cH:31][cH:32][cH:33]1)[cH:12]2. Reactants: CCOC(O)O, CI, CC12CCC(=O)C=C1CCC1C2CCC2(C(F)F)C(=O)CCC12, C1COCCO1, O, Cc1ccc(S(=O)(=O)O)cc1. Product: CC12CCC(=O)C=C1CCC1C2CCC2(C(F)F)C1CCC2(C)O. As a reaction SMILES: [CH2:24]([O:25][CH:26]([OH:27])[OH:28])[CH3:29].[CH3:41][I:42].[F:1][CH:2]([C:3]12[C:4](=[O:22])[CH2:5][CH2:6][CH:7]1[CH:8]1[CH2:9][CH2:10][C:11]3=[CH:12][C:13](=[O:21])[CH2:14][CH2:15][C:16]3([CH3:17])[CH:18]1[CH2:19][CH2:20]2)[F:23].[O:43]1[CH2:44][CH2:45][O:46][CH2:47][CH2:48]1.[OH2:49].[c:30]1([CH3:31])[cH:32][cH:33][c:34]([S:35]([OH:36])(=[O:37])=[O:38])[cH:39][cH:40]1>>[F:1][CH:2]([C:3]12[C:4]([OH:22])([CH3:24])[CH2:5][CH2:6][CH:7]1[CH:8]1[CH2:9][CH2:10][C:11]3=[CH:12][C:13](=[O:21])[CH2:14][CH2:15][C:16]3([CH3:17])[CH:18]1[CH2:19][CH2:20]2)[F:23]. Reactants: CC1(C)OCC(COCc2ccccc2)O1, [Na+], [OH-]. Product: OCC(O)COCc1ccccc1. RXN SMILES: [CH2:1]([c:2]1[cH:3][cH:4][cH:5][cH:6][cH:7]1)[O:8][CH2:9][CH:10]1[O:11][C:12]([CH3:15])([CH3:16])[O:13][CH2:14]1.[Na+:18].[OH-:17]>>[CH2:1]([c:2]1[cH:3][cH:4][cH:5][cH:6][cH:7]1)[O:8][CH2:9][CH:10]([OH:11])[CH2:14][OH:13]. Reaction SMILES: [C:1]([N:5]([C:2](=[O:3])[O-:4])[CH:9]1[C:10](=[O:26])[N:11]([CH2:22][CH:23]([CH3:24])[CH3:25])[CH:12]([CH3:21])[CH:13]([c:15]2[cH:16][cH:17][cH:18][cH:19][cH:20]2)[CH2:14]1)([CH3:6])([CH3:7])[CH3:8].[CH3:28][CH2:29][O:30][C:31](=[O:32])[CH3:33].[ClH:27]>>[ClH:27].[NH2:5][CH:9]1[C:10](=[O:26])[N:11]([CH2:22][CH:23]([CH3:24])[CH3:25])[CH:12]([CH3:21])[CH:13]([c:15]2[cH:16][cH:17][cH:18][cH:19][cH:20]2)[CH2:14]1. Yields the product Cl, CC(C)CN1C(=O)C(N)CC(c2ccccc2)C1C. Reactants: CC(C)CN1C(=O)C(N(C(=O)[O-])C(C)(C)C)CC(c2ccccc2)C1C, CCOC(C)=O, Cl. Reactants: CC(C(=O)O)N(CC1CC1)c1ccc(C#N)c(C(F)(F)F)c1, Nc1ccc(F)cc1. Product: CC(C(=O)Nc1ccc(F)cc1)N(CC1CC1)c1ccc(C#N)c(C(F)(F)F)c1. RXN SMILES: [C:1](#[N:2])[c:3]1[c:4]([C:19]([F:20])([F:21])[F:22])[cH:5][c:6]([N:9]([CH:10]([CH3:11])[C:12](=[O:13])[OH:14])[CH2:15][CH:16]2[CH2:17][CH2:18]2)[cH:7][cH:8]1.[NH2:23][c:24]1[cH:25][cH:26][c:27]([F:28])[cH:29][cH:30]1>>[C:1](#[N:2])[c:3]1[c:4]([C:19]([F:20])([F:21])[F:22])[cH:5][c:6]([N:9]([CH:10]([CH3:11])[C:12](=[O:14])[NH:23][c:24]2[cH:25][cH:26][c:27]([F:28])[cH:29][cH:30]2)[CH2:15][CH:16]2[CH2:17][CH2:18]2)[cH:7][cH:8]1. Reactants: C(=O)(C(=O)OCC)NC1=C(C=C(C(=C1)C(F)(F)F)S(=O)(=O)NC(=O)C(=O)OCC)[N+](=O)[O-] (1-ethoxalylamino-4-ethoxalylaminosulfonyl-2-nitro-5-trifluoromethylbenzene). The reagents and catalysts are [Pt] (platinum on carbon). Solvent: CN(C=O)C (N,N-dimethylformamide). The product is C(=O)(C(=O)OCC)NS(=O)(=O)C1=C(C=C2NC(C(N(C2=C1)O)=O)=O)C(F)(F)F (7-Ethoxalylaminosulfonyl-1-hydroxy-6-trifluoromethylquinoxaline- 2,3(1H,4H)-dione). The yield is 59.7%. As a reaction SMILES: [C:1]([NH:8][C:9]1[CH:14]=[C:13]([C:15]([F:18])([F:17])[F:16])[C:12]([S:19]([NH:22][C:23]([C:25]([O:27][CH2:28][CH3:29])=[O:26])=[O:24])(=[O:21])=[O:20])=[CH:11][C:10]=1[N+:30]([O-])=[O:31])([C:3]([O:5]CC)=O)=[O:2]>CN(C)C=O.[Pt]>[C:23]([NH:22][S:19]([C:12]1[CH:11]=[C:10]2[C:9]([NH:8][C:1](=[O:2])[C:3](=[O:5])[N:30]2[OH:31])=[CH:14][C:13]=1[C:15]([F:16])([F:18])[F:17])(=[O:20])=[O:21])([C:25]([O:27][CH2:28][CH3:29])=[O:26])=[O:24]. Procedure details: A solution of 1-ethoxalylamino-4-ethoxalylaminosulfonyl-2-nitro-5-trifluoromethylbenzene (24.6 g, 50 mmol) in 200 ml of N,N-dimethylformamide was hydrogenated at room temperature and atmospheric pressure in the presence of 1 g of 5% platinum on carbon for 2 h. The catalyst was filtered off and washed with N,N-dimethylformamide. The filtrate was evaporated to dryness and the gummy residue was refluxed with 100 ml of ethanol for about 20 min. The mixture was cooled and the precipitated product was... Yield: 52.1%. Starting materials: FC=1C=CC(=C(C(=O)O)C1)C (5-fluoro-2-methylbenzoic acid), [N+](=O)(O)[O-] (HNO3), petroleum ether EtOAc. Reaction SMILES: [F:1][C:2]1[CH:3]=[CH:4][C:5]([CH3:11])=[C:6]([CH:10]=1)[C:7]([OH:9])=[O:8].[N+:12]([O-])([OH:14])=[O:13]>OS(O)(=O)=O>[F:1][C:2]1[CH:3]=[C:4]([N+:12]([O-:14])=[O:13])[C:5]([CH3:11])=[C:6]([CH:10]=1)[C:7]([OH:9])=[O:8]. Procedure details: To a solution of conc. H2SO4 (700 mL) was added portion-wise 5-fluoro-2-methylbenzoic acid (80 g, 520 mmol) at −5˜0° C. Then a mixture of conc. HNO3 (60.4 g, 624 mmol) in conc. H2SO4 (60 mL) was added drop-wise at −5˜0° C. in a period of about 1.5 hrs. After the addition, the mixture was stirred at this temperature for 2 hrs. TLC (petroleum ether/EtOAc=1:1) showed the reaction was complete. The mixture was poured into crash ice with vigorous stirring and the precipitate was collected by filtrati... Run at time 2 hour. The product is FC=1C=C(C(=C(C(=O)O)C1)C)[N+](=O)[O-] (5-fluoro-2-methyl-3-nitrobenzoic acid). Run in OS(=O)(=O)O (H2SO4), OS(=O)(=O)O (H2SO4). Starting materials: CC(C)OC(=O)/N=N/C(=O)OC(C)C (diisopropylazodicarboxylate), FC1=CC=C(C=C1)O (4-fluorophenol), C([C@@H](O)C)(=O)OCC ((S)-ethyl lactate), C1(=CC=CC=C1)P(C1=CC=CC=C1)C1=CC=CC=C1 (triphenylphosphine). Run in O1CCCC1 (THF), O1CCCC1 (tetrahydrofuran). Run at temperature -5 celsius, time 20 hour. Yields the product C(C)OC([C@@H](C)OC1=CC=C(C=C1)F)=O ((R)-ethyl-2-(4-fluorophenoxy)-propionate). Yield: 97.7%. Reaction SMILES: [F:1][C:2]1[CH:7]=[CH:6][C:5]([OH:8])=[CH:4][CH:3]=1.[C:9]([O:14][CH2:15][CH3:16])(=[O:13])[C@H:10]([CH3:12])O.C1(P(C2C=CC=CC=2)C2C=CC=CC=2)C=CC=CC=1.CC(OC(/N=N/C(OC(C)C)=O)=O)C>O1CCCC1>[CH2:15]([O:14][C:9](=[O:13])[C@H:10]([O:8][C:5]1[CH:6]=[CH:7][C:2]([F:1])=[CH:3][CH:4]=1)[CH3:12])[CH3:16]. Reported procedure: Under argon, 100 g (0.892 mol) of 4-fluorophenol (2) was combined with 105.2 g (0.892 mol) of (S)-ethyl lactate and 233.8 g (0.892 mol) of triphenylphosphine in 1200 mL of tetrahydrofuran (THF). The reaction mixture was cooled to −5° C., and 180.4 g (0.892 mol) of diisopropylazodicarboxylate (DIAD) in 500 ml of THF was dropwise added. The ice bath was removed, and stirring was continued at room temperature for 18-22 hr. THF was then evaporated in vacuo, and 1400 mL of hexane-ether (80:20) was ad... Starting materials: Cl.ClC1=C(C(=O)NCC23CC4CC(CC(C2)C4)C3)C=C(C=C1)C1(CCNCC1)O (2-Chloro-5-(4-hydroxy-piperidin-4-yl)-N-(tricyclo[3.3.1.13,7]dec-1-ylmethyl)-benzamide, hydrochloride salt). Solvent: Cl (hydrochloric acid). Product: Cl.ClC1=C(C(=O)NCC23CC4CC(CC(C2)C4)C3)C=C(C=C1)C=1CCNCC1 (2-Chloro-5-(1,2,3,6-tetrahydro-pyridin4-yl)-N-(tricyclo[3.3.1.13,7]dec-1-ylmethyl)-benzamide, hydrochloride salt). The yield is 25.9%. As a reaction SMILES: Cl.[Cl:2][C:3]1[CH:22]=[CH:21][C:20]([C:23]2(O)[CH2:28][CH2:27][NH:26][CH2:25][CH2:24]2)=[CH:19][C:4]=1[C:5]([NH:7][CH2:8][C:9]12[CH2:18][CH:13]3[CH2:14][CH:15]([CH2:17][CH:11]([CH2:12]3)[CH2:10]1)[CH2:16]2)=[O:6]>Cl>[ClH:2].[Cl:2][C:3]1[CH:22]=[CH:21][C:20]([C:23]2[CH2:28][CH2:27][NH:26][CH2:25][CH:24]=2)=[CH:19][C:4]=1[C:5]([NH:7][CH2:8][C:9]12[CH2:10][CH:11]3[CH2:17][CH:15]([CH2:14][CH:13]([CH2:12]3)[CH2:18]1)[CH2:16]2)=[O:6] |f:0.1,3.4|. Procedure details: A solutuion of 2-chloro-5-(4-hydroxy-piperidin-4-yl)-N-(tricyclo[3.3.1.133,7]dec-1-ylmethyl)-benzamide, hydrochloride salt (0.25 g, Example 52) in concentrated hydrochloric acid (10 mn) was heated at 100° C. for 5 h. The solution was allowed to cool slowly. Colourless crystals separated. These were removed by filtration, washed with diethyl ether then acetonitrile and dried to afford the title compound (0.031 g). Starting materials: beige powder, OCC=1N2C=3C(=CCCC3C1)C(N(C=C2C2=CC=CC=C2)NC(C2=CC=NC=C2)=O)=O (N-(9-hydroxymethyl-4-oxo-1-phenyl-3,4,6,7-tetrahydro-[1,4]diazepino[6,7,1-hi]indol-3-yl)-isonicotinamide), C(Cl)Cl (CH2Cl2), [Cr](=O)(=O)([O-])Cl.[NH+]1=CC=CC=C1 (pyridinium chlorochromate). Run in C(Cl)Cl.CO (CH2Cl2 MeOH). Yields the product C(=O)C=1N2C=3C(=CCCC3C1)C(N(C=C2C2=CC=CC=C2)NC(C2=CC=NC=C2)=O)=O (N-(9-formyl-4-oxo-1-phenyl-3,4,6,7-tetrahydro-[1,4]diazepino[6,7,1-hi]indol-3-yl)-isonicotinamide). As a reaction SMILES: [OH:1][CH2:2][C:3]1[N:4]2[C:15]([C:16]3[CH:21]=[CH:20][CH:19]=[CH:18][CH:17]=3)=[CH:14][N:13]([NH:22][C:23](=[O:30])[C:24]3[CH:29]=[CH:28][N:27]=[CH:26][CH:25]=3)[C:12](=[O:31])[C:6]3=[CH:7][CH2:8][CH2:9][C:10]([CH:11]=1)=[C:5]23.C(Cl)Cl.[Cr](Cl)([O-])(=O)=O.[NH+]1C=CC=CC=1>C(Cl)Cl.CO>[CH:2]([C:3]1[N:4]2[C:15]([C:16]3[CH:21]=[CH:20][CH:19]=[CH:18][CH:17]=3)=[CH:14][N:13]([NH:22][C:23](=[O:30])[C:24]3[CH:29]=[CH:28][N:27]=[CH:26][CH:25]=3)[C:12](=[O:31])[C:6]3=[CH:7][CH2:8][CH2:9][C:10]([CH:11]=1)=[C:5]23)=[O:1] |f:2.3,4.5|. Procedure: 0.100 g (0.24 mmol) of N-(9-hydroxymethyl-4-oxo-1-phenyl-3,4,6,7-tetrahydro-[1,4]diazepino[6,7,1-hi]indol-3-yl)-isonicotinamide and 20 ml of CH2Cl2 are introduced successively into a 50-ml one-necked flask. The mixture is stirred and 0.200 g (0.93 mmol) of pyridinium chlorochromate are added. The suspension is stirred for 1 h at 20-25° C. The purification is carried out directly on the reaction mixture by rapid chromatography on a silica column, eluting with CH2Cl2 enriched with MeOH. The residu...